Dataset: the Open Reaction Database (ORD), a public repository of structured organic reaction records. Task: describe an organic reaction: reactants, conditions, products, and yield Starting materials: II (iodine), C(CCC)[Li] (n-butyllithium), ClC=1N=C(C2=C(N1)N=CS2)N2CCOCC2 (4-(5-chlorothiazolo[4,5-d]pyrimidin-7-yl)morpholine). The solvent is C1CCOC1 (THF), CCCCCC (hexane), C1CCOC1 (THF). Conditions: temperature -40 celsius, time 30 minute. The product is ClC=1N=C(C2=C(N1)N=C(S2)I)N2CCOCC2 (4-(5-Chloro-2-iodothiazolo[4,5-d]pyrimidin-7-yl)morpholine). Reaction SMILES: C([Li])CCC.[Cl:6][C:7]1[N:8]=[C:9]([N:16]2[CH2:21][CH2:20][O:19][CH2:18][CH2:17]2)[C:10]2[S:15][CH:14]=[N:13][C:11]=2[N:12]=1.[I:22]I>CCCCCC.C1COCC1>[Cl:6][C:7]1[N:8]=[C:9]([N:16]2[CH2:17][CH2:18][O:19][CH2:20][CH2:21]2)[C:10]2[S:15][C:14]([I:22])=[N:13][C:11]=2[N:12]=1. Procedure details: Following the procedures in U.S. Pat. No. 6,492,383, 2.5 M of n-butyllithium (9.4 mL, 22.48 mmol) in hexane solution was added to a mixture of 4-(5-chlorothiazolo[4,5-d]pyrimidin-7-yl)morpholine 16 (3.0 g, 11.74 mmol) in 60 mL of THF at −78° C. The reaction mixture was allowed to warm to −40° C. and stirred for 30 min. A solution of iodine (6.0 g, 23.48 mmol) in 10 mL of THF was added dropwise. After the addition was completed. The reaction mixture was brought to room temperature and stirred for... The reactants are C, CCN1CC(C)(C)c2ccc([N+](=O)[O-])cc2C1=O, O=C[O-], [NH4+], CN(C)C=O, [Pd]. As a reaction SMILES: [C:23].[CH2:1]([CH3:2])[N:3]1[C:4](=[O:18])[c:5]2[cH:6][c:7]([N+:15]([O-:16])=[O:17])[cH:8][cH:9][c:10]2[C:11]([CH3:13])([CH3:14])[CH2:12]1.[CH:19]([O-:20])=[O:21].[NH4+:22].[O:25]=[CH:26][N:27]([CH3:28])[CH3:29].[Pd:24]>>[CH2:1]([CH3:2])[N:3]1[C:4](=[O:18])[c:5]2[cH:6][c:7]([NH2:15])[cH:8][cH:9][c:10]2[C:11]([CH3:13])([CH3:14])[CH2:12]1. Yields the product CCN1CC(C)(C)c2ccc(N)cc2C1=O. The reactants are COC(=O)C1=NC=CN=C1NS(=O)(=O)CC1=C(C=CC(=C1)C(F)(F)F)Cl (3-(2-chloro-5-trifluoromethyl-phenylmethanesulfonylamino)-pyrazine-2-carboxylic acid methyl ester), C(C)(C)N(C(C)C)CC (N,N-diisopropylethylamine), FC(COS(=O)(=O)C(F)(F)F)F (2,2-difluoroethyltrifluoromethanesulfonate). Solvent: C(C)#N (acetonitrile), C(C)#N (acetonitrile). Reaction conditions: time 44 hour. Yields the product COC(=O)C1=NC=CN=C1N(CC(F)F)S(=O)(=O)CC1=C(C=CC(=C1)C(F)(F)F)Cl (3-[(2-chloro-5-trifluoromethyl-phenylmethanesulfonyl)-(2,2-difluoro-ethyl)-amino]-pyrazine-2-carboxylic acid methyl ester). Isolated yield 75.0%. As a reaction SMILES: [CH3:1][O:2][C:3]([C:5]1[C:10]([NH:11][S:12]([CH2:15][C:16]2[CH:21]=[C:20]([C:22]([F:25])([F:24])[F:23])[CH:19]=[CH:18][C:17]=2[Cl:26])(=[O:14])=[O:13])=[N:9][CH:8]=[CH:7][N:6]=1)=[O:4].C(N(CC)C(C)C)(C)C.[F:36][CH:37]([F:47])[CH2:38]OS(C(F)(F)F)(=O)=O>C(#N)C>[CH3:1][O:2][C:3]([C:5]1[C:10]([N:11]([S:12]([CH2:15][C:16]2[CH:21]=[C:20]([C:22]([F:25])([F:23])[F:24])[CH:19]=[CH:18][C:17]=2[Cl:26])(=[O:13])=[O:14])[CH2:38][CH:37]([F:47])[F:36])=[N:9][CH:8]=[CH:7][N:6]=1)=[O:4]. Reported procedure: To a solution of 3-(2-chloro-5-trifluoromethyl-phenylmethanesulfonylamino)-pyrazine-2-carboxylic acid methyl ester (Example 2.1) (1.5 g) in acetonitrile (15 ml) was added N,N-diisopropylethylamine (“Hunig's base”) (0.71 ml) at ambient temperature. The mixture was stirred for 5 minutes at ambient temperature before dropwise addition of a solution of 2,2-difluoroethyltrifluoromethanesulfonate (1.2 g) in acetonitrile (5 ml) at ambient temperature. The reaction mixture was stirred at ambient tempera... Reactants: [Li]CCCC (n-BuLi), COC(C1=C(C(=CC=C1)OC)N=CN(C)C)=O (2-(Dimethylamino-methyleneamino)-3-methoxy-benzoic acid methyl ester), CC#N (CH3CN). Run in C1CCOC1 (THF), C1CCOC1 (THF), C1CCOC1 (THF). Reaction conditions: temperature -78 celsius, time 15 minute. The product is COC=1C=CC=C2C(C(=CNC12)C#N)=O (1,4-Dihydro-8-methoxy-4-oxo-3-quinolinecarbonitrile). Yield: 77.5%. RXN SMILES: [Li]CCCC.[CH3:6][C:7]#[N:8].CO[C:11](=[O:25])[C:12]1[CH:17]=[CH:16][CH:15]=[C:14]([O:18][CH3:19])[C:13]=1[N:20]=[CH:21]N(C)C>C1COCC1>[CH3:19][O:18][C:14]1[CH:15]=[CH:16][CH:17]=[C:12]2[C:13]=1[NH:20][CH:21]=[C:6]([C:7]#[N:8])[C:11]2=[O:25]. Procedure: To 35.0 mL of THF was added 26.6 mL (66.4 mmol) of n-BuLi solution during 5 min at -78° C. To the stirred solution was added a solution of 3.55 mL (67.9 mmol) of CH3CN in 65 mL of THF during 10 min which time the solution became white suspension, and then continued to stir for 15 min at -78° C. To the suspension was added a solution of 5.8 g (24.5 mmol) of 2-(Dimethylamino-methyleneamino)-3-methoxy-benzoic acid methyl ester in 45 mL of THF during 30 min, and then continued to stir 30 min at -78°... The reactants are COC([C@@](N)(CC1=CNC2=CC=CC=C12)C)=O ((±)-α-methyltryptophan methyl ester), ester. Solvent: P(=O)([O-])([O-])[O-].[Na+].[Na+].[Na+] (sodium phosphate). Conditions: time 4 hour. Product: COC([C@](N)(CC1=CNC2=CC=CC=C12)C)=O ((R)-α-methyltryptophan methyl ester). Yield: 10402.5%. Reaction SMILES: [CH3:1][O:2][C:3](=[O:17])[C@:4]([CH3:16])([CH2:6][C:7]1[C:15]2[C:10](=[CH:11][CH:12]=[CH:13][CH:14]=2)[NH:9][CH:8]=1)[NH2:5]>P([O-])([O-])([O-])=O.[Na+].[Na+].[Na+]>[CH3:1][O:2][C:3](=[O:17])[C@@:4]([CH3:16])([CH2:6][C:7]1[C:15]2[C:10](=[CH:11][CH:12]=[CH:13][CH:14]=2)[NH:9][CH:8]=1)[NH2:5] |f:1.2.3.4|. Procedure details: To a suspension of (±)-α-methyltryptophan methyl ester (150.0 mg, 0.646 mmol) in 50 mL of 50 mM sodium phosphate buffer pH 7.5 was added carboxypeptidase Y from Bakers Yeast (6.4 mg). The resulting suspension was stirred at ambient temperature. After 4 h, 75% conversion was observed by HPLC (C18 column, 254 nm detection, acid tR =9.0 min and ester tR =11.9 min). The reaction was extracted with 2×25 mL chloroform. The combined extracts were treated with brine, dried with magnesium sulfate, then c... Starting materials: CCOC(=O)c1ccc(F)cc1O, CCN(C(C)C)C(C)C, COCCl, ClCCl, O. Yields the product CCOC(=O)c1ccc(F)cc1OCOC. RXN SMILES: [CH2:1]([CH3:2])[O:3][C:4]([c:5]1[c:6]([OH:12])[cH:7][c:8]([F:11])[cH:9][cH:10]1)=[O:13].[CH:14]([N:15]([CH2:16][CH3:17])[CH:18]([CH3:19])[CH3:20])([CH3:21])[CH3:22].[Cl:23][CH2:24][O:25][CH3:26].[Cl:28][CH2:29][Cl:30].[OH2:27]>>[CH2:1]([CH3:2])[O:3][C:4]([c:5]1[c:6]([O:12][CH2:24][O:25][CH3:26])[cH:7][c:8]([F:11])[cH:9][cH:10]1)=[O:13]. The reactants are O=C(O)C(F)(F)F, [N-]=[N+]=NCCOCCOCCOCCNC(=O)COCC(=O)O, O. The product is NCCOCCOCCOCCNC(=O)COCC(=O)O. Reaction SMILES: [F:24][C:25]([F:26])([F:27])[C:28]([OH:29])=[O:30].[N:1](=[N+:2]=[N-:3])[CH2:4][CH2:5][O:6][CH2:7][CH2:8][O:9][CH2:10][CH2:11][O:12][CH2:13][CH2:14][NH:15][C:16]([CH2:17][O:18][CH2:19][C:20](=[O:21])[OH:22])=[O:23].[OH2:31]>>[NH2:1][CH2:4][CH2:5][O:6][CH2:7][CH2:8][O:9][CH2:10][CH2:11][O:12][CH2:13][CH2:14][NH:15][C:16]([CH2:17][O:18][CH2:19][C:20](=[O:21])[OH:22])=[O:23]. The reactants are Cc1ccc(OCCBr)cc1C, [N-]=[N+]=[N-], [Na+], c1ccccc1. The product is Cc1ccc(OCCN)cc1C. Reaction SMILES: [Br:1][CH2:2][CH2:3][O:4][c:5]1[cH:6][c:7]([CH3:12])[c:8]([CH3:11])[cH:9][cH:10]1.[N-:13]=[N+:14]=[N-:15].[Na+:16].[cH:17]1[cH:18][cH:19][cH:20][cH:21][cH:22]1>>[CH2:2]([CH2:3][O:4][c:5]1[cH:6][c:7]([CH3:12])[c:8]([CH3:11])[cH:9][cH:10]1)[NH2:13]. Reactants: [H-].[Al+3].[Li+].[H-].[H-].[H-] (lithium aluminum hydride), O1CCCC1 (tetrahydrofuran), C(C#C)OC(=O)C1(CC=CC2=CC=CC=C12)OCC#C (1-(2-propynyloxy)-naphthoic acid 2-propynyl ester), O1CCCC1 (tetrahydrofuran), O (water). The product is C(C#C)OC1=C(C=CC2=CC=CC=C12)CO ([1-(2-propynyloxy)-2-naphthyl]methanol). Reaction SMILES: C(OC([C:7]1([O:17][CH2:18][C:19]#[CH:20])[C:16]2[C:11](=[CH:12][CH:13]=[CH:14][CH:15]=2)[CH:10]=[CH:9][CH2:8]1)=O)C#C.[H-].[Al+3].[Li+].[H-].[H-].[H-].O.[O:28]1CCC[CH2:29]1>>[CH2:18]([O:17][C:7]1[C:16]2[C:11](=[CH:12][CH:13]=[CH:14][CH:15]=2)[CH:10]=[CH:9][C:8]=1[CH2:29][OH:28])[C:19]#[CH:20] |f:1.2.3.4.5.6|. Procedure: 14.55 g of 1-(2-propynyloxy)-naphthoic acid 2-propynyl ester dissolved in 50 ml of absolute tetrahydrofuran are cautiously added at -10° C. under a nitrogen atmosphere to a suspension of 2.09 g of lithium aluminum hydride in 200 ml of absolute tetrahydrofuran. After completion of the addition is complete, the mixture is left to react at about 0° C. for a further 1 hour. To hydrolyze, water is cautiously added dropwise at -10° C. with stirring while the temperature is maintained at 0° C. or below... The reactants are COC(=O)N1C(=CC=2C1=NC(=CC2)Cl)C (6-Chloro-2-methyl-pyrrolo[2,3-b]pyridine-1-carboxylic acid methyl ester), [OH-].[Na+] (NaOH). Solvent: CO (methanol). Product: ClC1=CC=C2C(=N1)NC(=C2)C (6-Chloro-2-methyl-1H-pyrrolo[2,3-b]pyridine). As a reaction SMILES: COC([N:5]1[C:9]2=[N:10][C:11]([Cl:14])=[CH:12][CH:13]=[C:8]2[CH:7]=[C:6]1[CH3:15])=O.[OH-].[Na+]>CO>[Cl:14][C:11]1[N:10]=[C:9]2[NH:5][C:6]([CH3:15])=[CH:7][C:8]2=[CH:13][CH:12]=1 |f:1.2|. Procedure: 6-Chloro-2-methyl-pyrrolo[2,3-b]pyridine-1-carboxylic acid methyl ester (0.225 g, 1 mmol) is dissolved in methanol (30 ml) and 1M NaOH (10 ml) and stirred at room temperature overnight. The methanol is removed in vacuo and the resulting white suspension is extracted with chloroform (3×20 ml), dried (MgSO4) and concentrated in vacuo to yield a white powder which is dried under high vacuum to yield the titled product. (MH+ 167).